Dataset: the Open Reaction Database (ORD), a public repository of structured organic reaction records. Task: describe an organic reaction: reactants, conditions, products, and yield Starting materials: C([O-])([O-])=O.[K+].[K+] (potassium carbonate), C(C)I (ethyl iodide), C(C)(=O)C1=C(C(=C(C#N)C(=C1)C)I)O (4-acetyl-3-hydroxy-2-iodo-6-methylbenzonitrile). The solvent is C(C)(=O)OCC (ethyl acetate), CN(C=O)C (N,N-dimethylformamide). Reaction conditions: temperature 60 celsius. Yields the product C(C)(=O)C1=C(C(=C(C#N)C(=C1)C)I)OCC (4-acetyl-3-ethoxy-2-iodo-6-methylbenzonitrile). Yield: 89.4%. Reaction SMILES: [C:1]([C:4]1[CH:11]=[C:10]([CH3:12])[C:7]([C:8]#[N:9])=[C:6]([I:13])[C:5]=1[OH:14])(=[O:3])[CH3:2].C(=O)([O-])[O-].[K+].[K+].[CH2:21](I)[CH3:22]>CN(C)C=O.C(OCC)(=O)C>[C:1]([C:4]1[CH:11]=[C:10]([CH3:12])[C:7]([C:8]#[N:9])=[C:6]([I:13])[C:5]=1[O:14][CH2:21][CH3:22])(=[O:3])[CH3:2] |f:1.2.3|. Reported procedure: The 4-acetyl-3-hydroxy-2-iodo-6-methylbenzonitrile (5.0 g, 17 mmol) was dissolved in N,N-dimethylformamide (50.0 mL) and the potassium carbonate (4.6 g, 33 mmol) and ethyl iodide (2.1 mL, 33 mmol) were added. The reaction was heated to 60° C. and monitored by LC/MS. After heating for 2 hrs the reaction was complete. This was allowed to cool, diluted with ethyl acetate (300 mL) and filtered to remove the remaining solids. The organic layer was washed with water (3×), brine, dried over magnesium s... Starting materials: 106, OC(C1CCN(CC1)C(=O)OCC)(C1=CC=CC=C1)C1=CC=C(C=C1)OC (ethyl 4-[hydroxy(4-methoxyphenyl)phenylmethyl]-1-piperidinecarboxylate), Cl (hydrochloric acid). Solvent: C(C)O (ethanol). Reaction conditions: time 18 hour. Product: 20, C1(=CC=CC=C1)C(C1=CC=C(C=C1)O)=C1CCNCC1 (4-[phenyl(4-piperidinylidene)methyl]phenol). Yield: 25.0%. RXN SMILES: O[C:2]([C:20]1[CH:25]=[CH:24][C:23]([O:26]C)=[CH:22][CH:21]=1)([C:14]1[CH:19]=[CH:18][CH:17]=[CH:16][CH:15]=1)[CH:3]1[CH2:8][CH2:7][N:6](C(OCC)=O)[CH2:5][CH2:4]1.Cl>C(O)C>[C:14]1([C:2](=[C:3]2[CH2:8][CH2:7][NH:6][CH2:5][CH2:4]2)[C:20]2[CH:25]=[CH:24][C:23]([OH:26])=[CH:22][CH:21]=2)[CH:15]=[CH:16][CH:17]=[CH:18][CH:19]=1. Procedure details: A mixture of 106 parts of ethyl 4-[hydroxy(4-methoxyphenyl)phenylmethyl]-1-piperidinecarboxylate, 1200 parts of concentrate hydrochloric acid and 200 parts of ethanol was stirred and refluxed for 18 hours. Gazeous hydrogen chloride was bubbled through the mixture and stirring was continued for 18 hours at reflux temperature. The whole was evaporated. The residue was dissolved in a mixture of 200 parts of ethanol and 1950 parts of a hydrobromic acid solution 48% in water. The mixture was stirred ... Starting materials: C(C)(=O)N1CCC2=CC(=C(C=C12)Br)O (1-Acetyl-6-bromo-2,3-dihydro-1H-indol-5-ol), O1CCOC12CC=C(CC2)CO (1,4-dioxaspiro[4,5]dec-7-ene-8-methanol), C1(=CC=CC=C1)P(C1=CC=CC=C1)C1=CC=CC=C1 (triphenylphosphine), N(=NC(=O)OCC)C(=O)OCC (diethyl azodicarboxylate). Solvent: C1CCOC1 (THF), C(C)(=O)OCC (ethyl acetate). Run at time 1 hour. Product: C(C)(=O)N1CCC2=CC(=C(C=C12)Br)OCC1=CCC2(OCCO2)CC1 (1-Acetyl-6-bromo-2,3-dihydro-5-(1,4-dioxaspiro[4,5]dec-7-en-8-yl)methoxy-1H-indole). The yield is 180.6%. As a reaction SMILES: [C:1]([N:4]1[C:12]2[C:7](=[CH:8][C:9]([OH:14])=[C:10]([Br:13])[CH:11]=2)[CH2:6][CH2:5]1)(=[O:3])[CH3:2].[O:15]1[C:19]2([CH2:24][CH2:23][C:22]([CH2:25]O)=[CH:21][CH2:20]2)[O:18][CH2:17][CH2:16]1.C1(P(C2C=CC=CC=2)C2C=CC=CC=2)C=CC=CC=1.N(C(OCC)=O)=NC(OCC)=O>C1COCC1.C(OCC)(=O)C>[C:1]([N:4]1[C:12]2[C:7](=[CH:8][C:9]([O:14][CH2:25][C:22]3[CH2:23][CH2:24][C:19]4([O:15][CH2:16][CH2:17][O:18]4)[CH2:20][CH:21]=3)=[C:10]([Br:13])[CH:11]=2)[CH2:6][CH2:5]1)(=[O:3])[CH3:2]. Procedure details: 1-Acetyl-6-bromo-2,3-dihydro-1H-indol-5-ol (Tetrahedron 1973, 29, 1115) (1.10 g, 4.3 mmol), 1,4-dioxaspiro[4,5]dec-7-ene-8-methanol (D11, 0.88 g, 5.2 mmol) and triphenylphosphine (1.36 g, 5.2 mmol) were stirred under Ar in dry THF (50 ml) as diethyl azodicarboxylate (0.82 ml, 5.2 mmol) was added dropwise. The mixture was stirred for 1 h, diluted with ethyl acetate (100 ml), washed with brine, dried (Na2SO4) and evaporated to give a dark oil. Chromatography on silica gel, eluting with 0-5% methan... Starting materials: [K+], CCOC(=O)c1cn(C2CC2)c2nc3cc(N4CC(N)C4C)c(F)cc3cc2c1=O, [OH-], O. Product: CC1C(N)CN1c1cc2nc3c(cc2cc1F)c(=O)c(C(=O)O)cn3C1CC1. As a reaction SMILES: [K+:32].[NH2:1][CH:2]1[CH:3]([CH3:30])[N:4]([c:6]2[c:7]([F:29])[cH:8][c:9]3[c:10]([n:11][c:12]4[n:13]([CH:25]5[CH2:26][CH2:27]5)[cH:14][c:15]([C:20](=[O:21])[O:22][CH2:23][CH3:24])[c:16](=[O:19])[c:17]4[cH:18]3)[cH:28]2)[CH2:5]1.[OH-:31].[OH2:33]>>[NH2:1][CH:2]1[CH:3]([CH3:30])[N:4]([c:6]2[c:7]([F:29])[cH:8][c:9]3[c:10]([n:11][c:12]4[n:13]([CH:25]5[CH2:26][CH2:27]5)[cH:14][c:15]([C:20](=[O:21])[OH:22])[c:16](=[O:19])[c:17]4[cH:18]3)[cH:28]2)[CH2:5]1. The reactants are C(C)NC1C(C=2C=3C(=CNC3C=CC2OC)C1)(C)O (3,4-dihydro-4-ethylamino-5-hydroxy-6-methoxy-5-methyl-5H-benz[cd]indole), C([O-])([O-])=O.[Na+].[Na+] (sodium carbonate), ClCC(=O)Cl (chloroacetyl chloride). The solvent is C(C)(=O)OCC (ethyl acetate). Product: C(C)N1C(CO[C@]2([C@H]1CC=1C3=C2C(=CC=C3NC1)OC)C)=O (Trans-4,6,6a,7,9,10a-hexahydro-7-ethyl-1-methoxy-10a-methyl-indolo[3,4-gh][1.4]benzoxazin-8-one). Isolated yield 72.0%. Reaction SMILES: [CH2:1]([NH:3][CH:4]1[CH2:17][C:8]2=[CH:9][NH:10][C:11]3[CH:12]=[CH:13][C:14]([O:15][CH3:16])=[C:6]([C:7]=32)[C:5]1([OH:19])[CH3:18])[CH3:2].C(=O)([O-])[O-].[Na+].[Na+].Cl[CH2:27][C:28](Cl)=[O:29]>C(OCC)(=O)C>[CH2:1]([N:3]1[C@@H:4]2[CH2:17][C:8]3[C:7]4[C:11]([NH:10][CH:9]=3)=[CH:12][CH:13]=[C:14]([O:15][CH3:16])[C:6]=4[C@@:5]2([CH3:18])[O:19][CH2:27][C:28]1=[O:29])[CH3:2] |f:1.2.3|. Procedure: To a solution of 3,4-dihydro-4-ethylamino-5-hydroxy-6-methoxy-5-methyl-5H-benz[cd]indole (646 mg 2.48 mmol) in ethyl acetate (25 ml) was added a saturated aqueous solution of sodium carbonate (24 ml). To the mixture was added, while stirring vigorously, chloroacetyl chloride (1.2 equivalent). After completion of the reaction, the organic layer was separated and washed with an aqueous saline solution, followed by drying (anhydrous Na2SO4). The solvent was distilled off under reduced pressure. The... Starting materials: O (water), CN1CCOCC1 (N-methylmorpholine), C(=C)OCC(C)C (isobutyl vinyl ether), compound ( V ), ClCC(=O)Cl (chloroacetyl chloride), compound ( VI ). The solvent is COC(C)(C)C (tert-butyl methyl ether), COC(C)(C)C (tert-butyl methyl ether). The product is ClC1C(CC1OCC(C)C)=O (2-chloro-3-isobutoxycyclobutanone). Yield: 75.8%. Reaction SMILES: [CH:1]([O:3][CH2:4][CH:5]([CH3:7])[CH3:6])=[CH2:2].[Cl:8][CH2:9][C:10](Cl)=[O:11].CN1CCOCC1.O>COC(C)(C)C>[Cl:8][CH:9]1[CH:1]([O:3][CH2:4][CH:5]([CH3:7])[CH3:6])[CH2:2][C:10]1=[O:11]. Procedure: A solution formed by dissolving 30.0 g of isobutyl vinyl ether (0.3 mol) as the compound (V) and 34.9 g of chloroacetyl chloride (0.3 mol) as the compound (VI) in 135 ml of tert-butyl methyl ether was heated to 50˜55° C. with stirring. Subsequently, a solution formed by dissolving 30.3 g of N-methylmorpholine (with a pKa value of 7.4) (0.3 mol) in 45 ml of tert-butyl methyl ether was added dropwise to the aforementioned solution over two hours. Four hours after the completion of the dropwise add... The reactants are O=C1N(C=CC(=C1)C(=O)NN)COCC[Si](C)(C)C (2-Oxo-1-(2-trimethylsilanyl-ethoxymethyl)-1,2-dihydro-pyridine-4-carboxylic acid hydrazide), CN=C=S (Methyl isothiocyanate). Run in CO (methanol), O (water). Conditions: temperature 60 celsius, time 40 minute. The product is SC=1N(C(=NN1)C1=CC(N(C=C1)COCC[Si](C)(C)C)=O)C (4-(5-mercapto-4-methyl-4H-1,2,4-triazol-3-yl)-1-{[2-(trimethylsilyl)ethoxy]methyl}pyridin-2(1H)-one). Yield: 105.8%. Reaction SMILES: [O:1]=[C:2]1[CH:7]=[C:6]([C:8]([NH:10][NH2:11])=O)[CH:5]=[CH:4][N:3]1[CH2:12][O:13][CH2:14][CH2:15][Si:16]([CH3:19])([CH3:18])[CH3:17].[CH3:20][N:21]=[C:22]=[S:23]>CO.O>[SH:23][C:22]1[N:21]([CH3:20])[C:8]([C:6]2[CH:5]=[CH:4][N:3]([CH2:12][O:13][CH2:14][CH2:15][Si:16]([CH3:19])([CH3:18])[CH3:17])[C:2](=[O:1])[CH:7]=2)=[N:10][N:11]=1. Procedure details: The title compound of Example 20.1 (19.0 g, 67.0 mmol) was stirred in methanol (150 mL) and heated to 60° C. Methyl isothiocyanate (5.04 mL, 73.7 mmol) was then added via a syringe. After stirring for 40 minutes, a solution on NaOH (2.95 g, 73.7 mmol) in water (30 mL) was added and the reaction mixture was stirred at 60° C. overnight. The reaction mixture was cooled to room temperature and concentrated. The aqueous residue was neutralized, extracted with chloroform, and the organic layer dried o... Reactants: COc1ccc(C(OCC2OC(n3cnc4c(NC(C)=O)ncnc43)C(O)C2O)(c2ccccc2)c2ccc(OC)cc2)cc1, N#CCCOCCl, O=C([O-])O, CCN(C(C)C)C(C)C, ClCCCl, [Na+]. Product: COc1ccc(C(OCC2OC(n3cnc4c(NC(C)=O)ncnc43)C(OCOCCC#N)C2O)(c2ccccc2)c2ccc(OC)cc2)cc1. As a reaction SMILES: [C:1]([CH3:2])(=[O:3])[NH:4][c:5]1[c:6]2[n:7][cH:8][n:9]([CH:10]3[CH:11]([OH:12])[CH:13]([OH:14])[CH:15]([CH2:16][O:17][C:18]([c:19]4[cH:20][cH:21][c:22]([O:25][CH3:26])[cH:23][cH:24]4)([c:27]4[cH:28][cH:29][c:30]([O:33][CH3:34])[cH:31][cH:32]4)[c:35]4[cH:36][cH:37][cH:38][cH:39][cH:40]4)[O:41]3)[c:42]2[n:43][cH:44][n:45]1.[C:55](#[N:56])[CH2:57][CH2:58][O:59][CH2:60][Cl:61].[C:62](=[O:63])([OH:64])[O-:65].[CH:46]([N:47]([CH:48]([CH3:49])[CH3:50])[CH2:51][CH3:52])([CH3:53])[CH3:54].[Cl:67][CH2:68][CH2:69][Cl:70].[Na+:66]>>[C:1]([CH3:2])(=[O:3])[NH:4][c:5]1[c:6]2[n:7][cH:8][n:9]([CH:10]3[CH:11]([O:12][CH2:60][O:59][CH2:58][CH2:57][C:55]#[N:56])[CH:13]([OH:14])[CH:15]([CH2:16][O:17][C:18]([c:19]4[cH:20][cH:21][c:22]([O:25][CH3:26])[cH:23][cH:24]4)([c:27]4[cH:28][cH:29][c:30]([O:33][CH3:34])[cH:31][cH:32]4)[c:35]4[cH:36][cH:37][cH:38][cH:39][cH:40]4)[O:41]3)[c:42]2[n:43][cH:44][n:45]1. Starting materials: CC#N, CN(C)c1ccc(CCOS(C)(=O)=O)cc1, [I-], OCC1CCCN1, [Na+], [Na+], [Na+], O=C([O-])[O-]. Yields the product CN(C)c1ccc(CCN2CCCC2CO)cc1. RXN SMILES: [CH3:32][C:33]#[N:34].[CH3:8][S:9]([O:10][CH2:13][CH2:14][c:15]1[cH:16][cH:17][c:18]([N:21]([CH3:22])[CH3:23])[cH:19][cH:20]1)(=[O:11])=[O:12].[I-:31].[NH:1]1[CH:2]([CH2:3][OH:4])[CH2:5][CH2:6][CH2:7]1.[Na+:24].[Na+:25].[Na+:30].[O-:26][C:27](=[O:28])[O-:29]>>[N:1]1([CH2:13][CH2:14][c:15]2[cH:16][cH:17][c:18]([N:21]([CH3:22])[CH3:23])[cH:19][cH:20]2)[CH:2]([CH2:3][OH:4])[CH2:5][CH2:6][CH2:7]1. As a reaction SMILES: [CH2:21]1[O:22][CH2:23][CH2:24][CH2:25]1.[CH3:1][c:2]1[n:3]2[c:4]([s:5][cH:6]1)[n:7][c:8]([C:10](=[O:11])[O:12][CH3:13])[cH:9]2.[OH2:14].[cH:15]1[cH:16][cH:17][cH:18][cH:19][cH:20]1>>[CH3:1][c:2]1[n:3]2[c:4]([s:5][cH:6]1)[n:7][c:8]([CH2:10][OH:11])[cH:9]2. Reactants: C1CCOC1, COC(=O)c1cn2c(C)csc2n1, O, c1ccccc1. Yields the product Cc1csc2nc(CO)cn12.